From a dataset of the Open Reaction Database (ORD), a public repository of structured organic reaction records. describe an organic reaction: reactants, conditions, products, and yield The reactants are I(=O)(=O)(=O)[O-].[Na+] (Sodium periodate), COC1=C(C=C(C=C1)C)S(=O)(=O)N1C=CC2=C(C=CC=C12)C=C (1-[(2-methoxy-5-methylphenyl)sulfonyl]-4-vinyl-1H-indole), COC1=C(C=C(C=C1)C)S(=O)(=O)N1C=CC2=C(C=CC=C12)C=C (1-[(2-methoxy-5-methylphenyl)sulfonyl]-4-vinyl-1H-indole), 2,6-2,6-lutidine. Reagents/catalysts: O=[Os](=O)(=O)=O (OsO4). Solvent: O (water), O1CCOCC1 (dioxane). Reaction conditions: time 30 minute. Yields the product COC1=C(C=C(C=C1)C)S(=O)(=O)N1C=CC=2C(=CC=CC12)C=O (1-[(2-Methoxy-5-methylphenyl)sulfonyl]-1H-indole-4-carbaldehyde). Reaction SMILES: [CH3:1][O:2][C:3]1[CH:8]=[CH:7][C:6]([CH3:9])=[CH:5][C:4]=1[S:10]([N:13]1[C:21]2[C:16](=[C:17]([CH:22]=C)[CH:18]=[CH:19][CH:20]=2)[CH:15]=[CH:14]1)(=[O:12])=[O:11].I([O-])(=O)(=O)=[O:25].[Na+]>O1CCOCC1.O.O=[Os](=O)(=O)=O>[CH3:1][O:2][C:3]1[CH:8]=[CH:7][C:6]([CH3:9])=[CH:5][C:4]=1[S:10]([N:13]1[C:21]2[CH:20]=[CH:19][CH:18]=[C:17]([CH:22]=[O:25])[C:16]=2[CH:15]=[CH:14]1)(=[O:12])=[O:11] |f:1.2|. Procedure: OsO4 (10 mg, 0.05 mmol) was added to a stirred mixture of 1-[(2-methoxy-5-methylphenyl)sulfonyl]-4-vinyl-1H-indole (262 mg, 0.80 mmol; Intermediate 7) and 2,6-2,6-lutidine (186 μL, 0.46 mmol) in dioxane (9 mL). The mixture turned from colorless to black in 1 minute. Sodium periodate (0.684 g, 3.2 mmol) in water (3 mL, warmed to dissolve) was added. A grey precipitation was immediately formed. The mixture was stirred for 30 min. and partitioned between 2M aqueous HCl (25 mL) and DCM (25 mL). The ... Starting materials: N([C@@H](CC1=CC=CC=C1)C(=O)N[C@@H](CC1=CNC=N1)C(=O)N[C@@H](CC(C)C)C(=O)N[C@@H](C(C)C)C(=O)O)C(=O)OCC1=CC=CC=C1.C(C)(C)(C)C(O[SiH](C)C)C(NC(=O)CCCC[NH-])(C(C(C)(C)C)O[SiH](C)C)C(C(C)(C)C)O[SiH](C)C (Z-Phe-His-Leu-Val 4-[-tris-(tert.-butyldimethylsilyloxymethyl)-methylaminocarbonyl]-butyl amide). Run in C(C)(=O)O.O (acetic acid water). Yields the product N([C@@H](CC1=CC=CC=C1)C(=O)N[C@@H](CC1=CNC=N1)C(=O)N[C@@H](CC(C)C)C(=O)N[C@@H](C(C)C)C(=O)O)C(=O)OCC1=CC=CC=C1.OCC(NC(=O)CCCC[NH-])(CO)CO (Z-Phe-His-Leu-Val 4-[tris-(hydroxymethyl)-methylaminocarbonyl]-butyl amide). As a reaction SMILES: [NH:1]([C:38]([O:40][CH2:41][C:42]1[CH:47]=[CH:46][CH:45]=[CH:44][CH:43]=1)=[O:39])[C@H:2]([C:10]([NH:12][C@H:13]([C:20]([NH:22][C@H:23]([C:28]([NH:30][C@H:31]([C:35]([OH:37])=[O:36])[CH:32]([CH3:34])[CH3:33])=[O:29])[CH2:24][CH:25]([CH3:27])[CH3:26])=[O:21])[CH2:14][C:15]1[N:19]=[CH:18][NH:17][CH:16]=1)=[O:11])[CH2:3][C:4]1[CH:9]=[CH:8][CH:7]=[CH:6][CH:5]=1.C([CH:52]([C:57]([CH:75]([O:80][SiH](C)C)C(C)(C)C)([CH:66]([O:71][SiH](C)C)C(C)(C)C)[NH:58][C:59]([CH2:61][CH2:62][CH2:63][CH2:64][NH-:65])=[O:60])[O:53][SiH](C)C)(C)(C)C>C(O)(=O)C.O>[NH:1]([C:38]([O:40][CH2:41][C:42]1[CH:47]=[CH:46][CH:45]=[CH:44][CH:43]=1)=[O:39])[C@H:2]([C:10]([NH:12][C@H:13]([C:20]([NH:22][C@H:23]([C:28]([NH:30][C@H:31]([C:35]([OH:37])=[O:36])[CH:32]([CH3:34])[CH3:33])=[O:29])[CH2:24][CH:25]([CH3:27])[CH3:26])=[O:21])[CH2:14][C:15]1[N:19]=[CH:18][NH:17][CH:16]=1)=[O:11])[CH2:3][C:4]1[CH:5]=[CH:6][CH:7]=[CH:8][CH:9]=1.[OH:71][CH2:66][C:57]([CH2:52][OH:53])([CH2:75][OH:80])[NH:58][C:59]([CH2:61][CH2:62][CH2:63][CH2:64][NH-:65])=[O:60] |f:0.1,2.3,4.5|. Reported procedure: 83 mg of Z-Phe-His-Leu-Val-4-[-tris-(tert.-butyldimethylsilyloxymethyl)-methylaminocarbonyl]-butyl amide (Example 19) are stirred at room temperature for 2 hours with 6 ml of glacial acetic acid/water 2:1. After evaporating off the solvent and medium-pressure chromatography (60 g of Lichroprep® Si60, 40-60 μm, system B8), the title compound is obtained in the form of a colourless powder. Rf (methylene chloride/methanol/concentrated ammonia 70:10:1)=0.11. The yield is 77.7%. Reported procedure: A mixture of 1-(4-fluorophenyl)-4-(4-nitrophenyl)butan-1-one (0.5 g, 1.7 mmol) and 10% palladium on carbon (0.06 g) in ethyl acetate (15 mL) and tetrahydrofuran (5 mL) was hydrogenated at room temperature using the hydrogen balloon. The catalyst was removed by filtration, and the filtrate concentrated in vacuo. Purification by silica gel chromatography, eluting with 10% ethyl acetate/hexane gave the title compound as a white solid (0.34 g, 78%). The product was used in the next step. The product is NC1=CC=C(C=C1)CCCC(=O)C1=CC=C(C=C1)F (4-(4-Aminophenyl)-1-(4-fluorophenyl)butan-1-one). Run in C(C)(=O)OCC (ethyl acetate), O1CCCC1 (tetrahydrofuran). Starting materials: FC1=CC=C(C=C1)C(CCCC1=CC=C(C=C1)[N+](=O)[O-])=O (1-(4-fluorophenyl)-4-(4-nitrophenyl)butan-1-one), [H][H] (hydrogen). Reaction SMILES: [F:1][C:2]1[CH:7]=[CH:6][C:5]([C:8](=[O:21])[CH2:9][CH2:10][CH2:11][C:12]2[CH:17]=[CH:16][C:15]([N+:18]([O-])=O)=[CH:14][CH:13]=2)=[CH:4][CH:3]=1.[H][H]>[Pd].C(OCC)(=O)C.O1CCCC1>[NH2:18][C:15]1[CH:16]=[CH:17][C:12]([CH2:11][CH2:10][CH2:9][C:8]([C:5]2[CH:4]=[CH:3][C:2]([F:1])=[CH:7][CH:6]=2)=[O:21])=[CH:13][CH:14]=1. Reagents/catalysts: [Pd] (palladium on carbon).